Dataset: the Open Reaction Database (ORD), a public repository of structured organic reaction records. Task: describe an organic reaction: reactants, conditions, products, and yield The reactants are NC1=C(C(=CC(=C1)O)Cl)NC(=O)C1COCC1 (N-(2-amino-6-chloro-4-hydroxyphenyl)tetrahydrofuran-3-carboxamide), O.C1(=CC=C(C=C1)S(=O)(=O)O)C (p-toluenesulphonic acid monohydrate). Run in CO (methanol). Reaction conditions: time 2 hour. Product: ClC1=CC(=CC2=C1NC(=N2)C2COCC2)O (7-chloro-2-(tetrahydrofuran-3-yl)-1H-benzo[d]imidazol-5-ol). RXN SMILES: [NH2:1][C:2]1[CH:7]=[C:6]([OH:8])[CH:5]=[C:4]([Cl:9])[C:3]=1[NH:10][C:11]([CH:13]1[CH2:17][CH2:16][O:15][CH2:14]1)=O.O.C1(C)C=CC(S(O)(=O)=O)=CC=1>CO>[Cl:9][C:4]1[C:3]2[NH:10][C:11]([CH:13]3[CH2:17][CH2:16][O:15][CH2:14]3)=[N:1][C:2]=2[CH:7]=[C:6]([OH:8])[CH:5]=1 |f:1.2|. Reported procedure: 0.10 g (0.39 mmol) N-(2-amino-6-chloro-4-hydroxyphenyl)tetrahydrofuran-3-carboxamide were placed in 20 mL methanol, a spatula tip of p-toluenesulphonic acid monohydrate was added and the mixture was boiled for 2 h. The reaction mixture was evaporated down i.vac. and purified by chromatography. The fractions containing product were combined and evaporated down i.vac. Reactants: COC(=O)c1ccc(OC2=C3N=C4CCCCC4=C3C(Cc3ccccc3F)C=C2)o1, CCCCCC, ClCCl. Yields the product O=C(O)c1ccc(OC2=C3N=C4CCCCC4=C3C(Cc3ccccc3F)C=C2)o1. As a reaction SMILES: [CH3:1][O:2][C:3](=[O:4])[c:5]1[o:6][c:7]([O:10][C:11]2=[C:19]3[C:15](=[C:16]4[C:17](=[N:18]3)[CH2:20][CH2:21][CH2:22][CH2:23]4)[CH:14]([CH2:24][c:25]3[c:26]([F:31])[cH:27][cH:28][cH:29][cH:30]3)[CH:13]=[CH:12]2)[cH:8][cH:9]1.[CH3:32][CH2:33][CH2:34][CH2:35][CH2:36][CH3:37].[Cl:38][CH2:39][Cl:40]>>[O:2]=[C:3]([OH:4])[c:5]1[o:6][c:7]([O:10][C:11]2=[C:19]3[C:15](=[C:16]4[C:17](=[N:18]3)[CH2:20][CH2:21][CH2:22][CH2:23]4)[CH:14]([CH2:24][c:25]3[c:26]([F:31])[cH:27][cH:28][cH:29][cH:30]3)[CH:13]=[CH:12]2)[cH:8][cH:9]1. The reactants are [N+](=O)([O-])C1=CC=C(C=C1)CC(=O)O (4-nitrophenylacetic acid), C1=CC=CC=C1 (benzene), BrN1C(CCC1=O)=O (N-bromosuccinimide), N(=NC(C#N)(C)C)C(C#N)(C)C (2,2′-azobis(2-methylpropionitrile)). The solvent is C(C)(=O)OCC (ethyl acetate). Yields the product BrC(C(=O)O)C1=CC=C(C=C1)[N+](=O)[O-] (2-bromo-2-(4-nitrophenyl)acetic acid). Reaction SMILES: [N+:1]([C:4]1[CH:9]=[CH:8][C:7]([CH2:10][C:11]([OH:13])=[O:12])=[CH:6][CH:5]=1)([O-:3])=[O:2].C1C=CC=CC=1.[Br:20]N1C(=O)CCC1=O.N(C(C)(C)C#N)=NC(C)(C)C#N>C(OCC)(=O)C>[Br:20][CH:10]([C:7]1[CH:6]=[CH:5][C:4]([N+:1]([O-:3])=[O:2])=[CH:9][CH:8]=1)[C:11]([OH:13])=[O:12]. Procedure details: To a mixture of 4-nitrophenylacetic acid (2.0 g), benzene (40 ml) and N-bromosuccinimide (3.3 g), 2,2′-azobis(2-methylpropionitrile)(0.16 g) was added and heated under reflux for 22 h. The reaction mixture was diluted with ethyl acetate and washed successively with 2 N HCl and water; the organic layer was dried with anhydrous sodium sulfate and the solvent was distilled off under reduced pressure. The residue was purified by silica gel column chromatography (eluent, n-hexane:ethyl acetate:acetic... Reactants: Cl, NO, [Na+], O=C([O-])O, C1CCOC1, O=C(Cl)C=Cc1cccc(NS(=O)(=O)C=Cc2ccccc2)c1. Product: O=C(C=Cc1cccc(NS(=O)(=O)C=Cc2ccccc2)c1)NO. Reaction SMILES: [ClH:1].[NH2:2][OH:3].[Na+:8].[O-:4][C:5]([OH:6])=[O:7].[O:32]1[CH2:33][CH2:34][CH2:35][CH2:36]1.[c:9]1([CH:15]=[CH:16][S:17](=[O:18])(=[O:19])[NH:20][c:21]2[cH:22][c:23]([CH:27]=[CH:28][C:29](=[O:30])[Cl:31])[cH:24][cH:25][cH:26]2)[cH:10][cH:11][cH:12][cH:13][cH:14]1>>[NH:2]([OH:3])[C:29]([CH:28]=[CH:27][c:23]1[cH:22][c:21]([NH:20][S:17]([CH:16]=[CH:15][c:9]2[cH:10][cH:11][cH:12][cH:13][cH:14]2)(=[O:18])=[O:19])[cH:26][cH:25][cH:24]1)=[O:30]. Reactants: ClC=1C=C(C(=O)O)C=CC1C=O (3-Chloro-4-formylbenzoic acid), C(CCC)N (butylamine), C1=CC=CC=C1 (benzene). The solvent is O (water). Yields the product ClC1C=C(C(=O)O)C=CC1=C=NCCCC (3-chloro-4-(butyliminomethylene) benzoic acid). Reaction SMILES: [Cl:1][C:2]1[CH:3]=[C:4]([CH:8]=[CH:9][C:10]=1[CH:11]=O)[C:5]([OH:7])=[O:6].[CH2:13]([NH2:17])[CH2:14][CH2:15][CH3:16].C1C=CC=CC=1>O>[Cl:1][CH:2]1[C:10](=[C:11]=[N:17][CH2:13][CH2:14][CH2:15][CH3:16])[CH:9]=[CH:8][C:4]([C:5]([OH:7])=[O:6])=[CH:3]1. Reported procedure: 3-Chloro-4-formylbenzoic acid (5 g, 0.027 mole), butylamine (2 g, 0.027 mole) and benzene (75 ml) were refluxed for 2 hours using a flask fitted with a Dean-Stark water separator. The solvent was removed by distillation in vacuo to give 3-chloro-4-(butyliminomethylene) benzoic acid to which was added nitropropane (8.9 g, 0.1 mole) and acetic acid (21 ml). The mixture was refluxed for 10 minutes then cooled in ice. The mixture was treated with water and the solid that separated removed by filtrat... Reactants: Cl.ClC1=CC2=C(NC3=C(N=C2N)C=CC=C3)C=C1 (2-chloro-5H-dibenzo[b,e][1,4]diazepin-11-ylamine hydrochloride), COCC[C@@H]1NCCNC1 ((S)-2-(2-methoxy-ethyl)-piperazine), C(C)(C)N(C(C)C)CC (N,N-diisopropylethylamine), CS(=O)C (DMSO). The solvent is C1(=CC=CC=C1)C (toluene), C(C)(=O)OCC (ethyl acetate). Reaction conditions: temperature 110 celsius, time 46 hour. The product is ClC1=CC2=C(NC3=C(N=C2N2C[C@@H](NCC2)CCOC)C=CC=C3)C=C1 ((S)-2-Chloro-11-[3-(2-methoxy-ethyl)-piperazin-1-yl]-5H-dibenzo[b,e][1,4]diazepine). Yield: 45.0%. RXN SMILES: Cl.[Cl:2][C:3]1[CH:18]=[CH:17][C:6]2[NH:7][C:8]3[CH:16]=[CH:15][CH:14]=[CH:13][C:9]=3[N:10]=[C:11]([NH2:12])[C:5]=2[CH:4]=1.[CH3:19][O:20][CH2:21][CH2:22][C@H:23]1[CH2:28]N[CH2:26][CH2:25][NH:24]1.C(N(CC)C(C)C)(C)C.CS(C)=O>C(OCC)(=O)C.C1(C)C=CC=CC=1>[Cl:2][C:3]1[CH:18]=[CH:17][C:6]2[NH:7][C:8]3[CH:16]=[CH:15][CH:14]=[CH:13][C:9]=3[N:10]=[C:11]([N:12]3[CH2:26][CH2:25][NH:24][C@@H:23]([CH2:22][CH2:21][O:20][CH3:19])[CH2:28]3)[C:5]=2[CH:4]=1 |f:0.1|. Reported procedure: Combine 2-chloro-5H-dibenzo[b,e][1,4]diazepin-11-ylamine hydrochloride (0.840 g, 3.0 mmol), (S)-2-(2-methoxy-ethyl)-piperazine (0.865 g, 6.0 mmol), N,N-diisopropylethylamine (0.53 mL, 3.0 mmol), DMSO (1.25 ml), and toluene (5.0 ml) and stir and heat the mixture at 110° C. After 46 hours, cool the mixture to ambient temperature and dilute with ethyl acetate. Wash the organic layer with 0.1N NaOH and brine, dry (sodium sulfate) and concentrate the organic layer to 0.985 g of the crude product. Sil... Starting materials: C(C)(C)(C)OC(N(CCCl)CCCl)=O (N,N-bis(2-chloroethyl)carbamic acid tert-butyl ester), C(CC(=O)OCC1=CC=CC=C1)(=O)OCC1=CC=CC=C1 (dibenzyl malonate), C([O-])([O-])=O.[K+].[K+] (potassium carbonate). Reagents/catalysts: [Br-].C(CCC)[N+](CCCC)(CCCC)CCCC (tetrabutylammonium bromide), [Br-].C(CCC)[N+](CCCC)(CCCC)CCCC (tetrabutylammonium bromide). The solvent is C1(=CC=CC=C1)C (toluene). Product: C(C1=CC=CC=C1)OC(=O)C1(CN(CCC1)C(=O)OC(C)(C)C)C(=O)OCC1=CC=CC=C1 (piperidine-1,3,3-tricarboxylic acid 1-tert-butyl 3,3-dibenzyl ester). As a reaction SMILES: [C:1]([O:5][C:6](=[O:14])[N:7]([CH2:11][CH2:12]Cl)[CH2:8]CCl)([CH3:4])([CH3:3])[CH3:2].[C:15]([O:28][CH2:29][C:30]1[CH:35]=[CH:34][CH:33]=[CH:32][CH:31]=1)(=[O:27])[CH2:16][C:17]([O:19][CH2:20][C:21]1[CH:26]=[CH:25][CH:24]=[CH:23][CH:22]=1)=[O:18].[C:36](=O)([O-])[O-].[K+].[K+]>[Br-].C([N+](CCCC)(CCCC)CCCC)CCC.C1(C)C=CC=CC=1>[CH2:20]([O:19][C:17]([C:16]1([C:15]([O:28][CH2:29][C:30]2[CH:31]=[CH:32][CH:33]=[CH:34][CH:35]=2)=[O:27])[CH2:36][CH2:12][CH2:11][N:7]([C:6]([O:5][C:1]([CH3:4])([CH3:3])[CH3:2])=[O:14])[CH2:8]1)=[O:18])[C:21]1[CH:26]=[CH:25][CH:24]=[CH:23][CH:22]=1 |f:2.3.4,5.6|. Procedure: A mixture of N,N-bis(2-chloroethyl)carbamic acid tert-butyl ester (1.22 g 5 mmol), dibenzyl malonate (1.42 g 5 mmol), potassium carbonate (1.38 g 10 mmol) and tetrabutylammonium bromide (0.5 g 1.55 mmol) in toluene (20 mL) is heated under reflux. Additional portion of tetrabutylammonium bromide (0.5 g 1.55 mmol) is added after 2 h reflux (twice). After further heating for 2 h (overall 6 h heating) the mixture is cooled back to room temperature and diethyl oxyde is added (50 mL). The organic phas... Starting materials: N1(CCOCC1)C1=NC(=NC(=N1)N1CCOCC1)C1=CC=C(N)C=C1 (4-(4,6-dimorpholin-4-yl-1,3,5-triazin-2-yl)aniline), S1C(=CC=C1)N=C=O (2-thienyl isocyanate). The product is N1(CCOCC1)C1=NC(=NC(=N1)N1CCOCC1)C1=CC=C(C=C1)NC(=O)NC=1SC=CC1 (1-[4-(4,6-dimorpholin-4-yl-1,3,5-triazin-2-yl)phenyl]-3-thiophen-2-ylurea). As a reaction SMILES: [N:1]1([C:7]2[N:12]=[C:11]([N:13]3[CH2:18][CH2:17][O:16][CH2:15][CH2:14]3)[N:10]=[C:9]([C:19]3[CH:25]=[CH:24][C:22]([NH2:23])=[CH:21][CH:20]=3)[N:8]=2)[CH2:6][CH2:5][O:4][CH2:3][CH2:2]1.[S:26]1[CH:30]=[CH:29][CH:28]=[C:27]1[N:31]=[C:32]=[O:33]>>[N:1]1([C:7]2[N:12]=[C:11]([N:13]3[CH2:18][CH2:17][O:16][CH2:15][CH2:14]3)[N:10]=[C:9]([C:19]3[CH:25]=[CH:24][C:22]([NH:23][C:32]([NH:31][C:27]4[S:26][CH:30]=[CH:29][CH:28]=4)=[O:33])=[CH:21][CH:20]=3)[N:8]=2)[CH2:2][CH2:3][O:4][CH2:5][CH2:6]1. Procedure details: Starting from 4-(4,6-dimorpholin-4-yl-1,3,5-triazin-2-yl)aniline (60 mg, 0.17 mmoles) and 2-thienyl isocyanate (18 mg, 0.14 mmoles), the title compound was isolated as a grey solid after Silica gel column chromatography by eluting with 5% ethyl acetate: methanol. Yield: 12 mg (14%); (M+H)=470.